describe an organic reaction: reactants, conditions, products, and yield From a dataset of the Open Reaction Database (ORD), a public repository of structured organic reaction records. Reactants: C[C@H](CO)CC ((S)-(-)-2-methylbutan-1-ol), C1(=CC=CC=C1)P(C1=CC=CC=C1)C1=CC=CC=C1 (triphenylphosphine), COC(=O)OC1=CC=C(C=C1)C1=CC=C(C=C1)C(=O)OCCCCCCCC (Octyl 4′-methoxycarbonyloxy-4-biphenylcarboxylate), OC1=CC=C(C(=O)OCC)C=C1 (ethyl 4-hydroxybenzoate), CCOC(=O)/N=N/C(=O)OCC (DEAD). Product: C[C@H](COC1=CC=C(C(=O)OCC)C=C1)CC ((S)-(+)-Ethyl 4-(2-methylbutyloxy)benzoate). Reaction SMILES: [CH3:1][C@@H:2]([CH2:5][CH3:6])[CH2:3][OH:4].O[C:8]1[CH:18]=[CH:17][C:11]([C:12]([O:14][CH2:15][CH3:16])=[O:13])=[CH:10][CH:9]=1.CCOC(/N=N/C(OCC)=O)=O.C1(P(C2C=CC=CC=2)C2C=CC=CC=2)C=CC=CC=1.COC(OC1C=CC(C2C=CC(C(OCCCCCCCC)=O)=CC=2)=CC=1)=O>>[CH3:1][C@@H:2]([CH2:5][CH3:6])[CH2:3][O:4][C:8]1[CH:18]=[CH:17][C:11]([C:12]([O:14][CH2:15][CH3:16])=[O:13])=[CH:10][CH:9]=1. Reported procedure: Quantities: (S)-(-)-2-methylbutan-1-ol (5.00 g, 0.057 mol), ethyl 4-hydroxybenzoate (7) (9.47 g, 0.057 mol), DEAD (9.93 g, 0.057 mol), triphenylphosphine (14.95 g, 0.057 mol). The experimental preocedure was as described for the preparation of compound 5. The crude product was purified by column chromatography (10% petrol/dichloromethane) to give a colourless oil.